describe an organic reaction: reactants, conditions, products, and yield From a dataset of the Open Reaction Database (ORD), a public repository of structured organic reaction records. Reaction SMILES: [C:1]1([CH:7]([C:32]2[CH:37]=[CH:36][CH:35]=[CH:34][CH:33]=2)[N:8]2[C:16]3[C:11](=[CH:12][CH:13]=[CH:14][CH:15]=3)[C:10]([C:19]3[C:20](O)=[CH:21][C:22]4[O:26][CH2:25][C:24]([CH3:28])([CH3:27])[C:23]=4[CH:29]=3)([CH2:17][OH:18])[C:9]2=[O:31])[CH:6]=[CH:5][CH:4]=[CH:3][CH:2]=1.C1(CCN2C3C(=CC=CC=3)C(C3C(O)=CC4OCOC=4C=3)(CO)C2=O)CC1>>[C:32]1([CH:7]([C:1]2[CH:2]=[CH:3][CH:4]=[CH:5][CH:6]=2)[N:8]2[C:16]3[C:11](=[CH:12][CH:13]=[CH:14][CH:15]=3)[C:10]3([CH2:17][O:18][C:20]4[CH:21]=[C:22]5[C:23](=[CH:29][C:19]3=4)[C:24]([CH3:27])([CH3:28])[CH2:25][O:26]5)[C:9]2=[O:31])[CH:37]=[CH:36][CH:35]=[CH:34][CH:33]=1. The product is C1(=CC=CC=C1)C(N1C(C2(C3=CC=CC=C13)C1=C(OC2)C=C2OCC(C2=C1)(C)C)=O)C1=CC=CC=C1 (1′-(diphenylmethyl)-5,5-dimethyl-5,6-dihydrospiro[benzo[1,2-b:5,4-b′]difuran-3,3′-indol]-2′(1′H)-one). The reactants are C1(=CC=CC=C1)C(N1C(C(C2=CC=CC=C12)(CO)C=1C(=CC2=C(C(CO2)(C)C)C1)O)=O)C1=CC=CC=C1 (1-(diphenylmethyl)-3-(6-hydroxy-3,3-dimethyl-2,3-dihydro-1-benzofuran-5-yl)-3-(hydroxymethyl)-1,3-dihydro-2H-indol-2-one), C1(CC1)CCN1C(C(C2=CC=CC=C12)(CO)C1=CC2=C(OCO2)C=C1O)=O (1-(2-cyclopropylethyl)-3-(6-hydroxy-1,3-benzodioxol-5-yl)-3-(hydroxymethyl)-1,3-dihydro-2H-indol-2-one). Reported procedure: Following the procedure as described in EXAMPLE1, and making non-critical variations using 1-(diphenylmethyl)-3-(6-hydroxy-3,3-dimethyl-2,3-dihydro-1-benzofuran-5-yl)-3-(hydroxymethyl)-1,3-dihydro-2H-indol-2-one to replace 1-(2-cyclopropylethyl)-3-(6-hydroxy-1,3-benzodioxol-5-yl)-3-(hydroxymethyl)-1,3-dihydro-2H-indol-2-one, the title compound was obtained: mp 190-192° C.; 1H NMR (300 MHz, CDCl3) δ 7.40-7.26 (m, 10H), 7.19-7.15 (m, 1H), 7.07-6.93 (m, 3H), 6.55-6.51 (m, 1H), 6.38 (s, 1H), 6.20 (s... The reactants are ICCCCOC1=CC=C(C=C1)NC=C1C(NC2=CC=CC=C12)=O (3-{[4-(4-Iodo-butoxy)-phenylamino]-methylene}-1,3-dihydro-indol-2-one), N1CCCCC1 (piperidine). Product: N1(CCCCC1)CCCCOC1=CC=C(C=C1)NC=C1C(NC2=CC=CC=C12)=O (3-{[4-(4-Piperidin-1-yl-butoxy)-phenylamino]-methylene}-1,3-dihydro-indol-2-one). As a reaction SMILES: I[CH2:2][CH2:3][CH2:4][CH2:5][O:6][C:7]1[CH:12]=[CH:11][C:10]([NH:13][CH:14]=[C:15]2[C:23]3[C:18](=[CH:19][CH:20]=[CH:21][CH:22]=3)[NH:17][C:16]2=[O:24])=[CH:9][CH:8]=1.[NH:25]1[CH2:30][CH2:29][CH2:28][CH2:27][CH2:26]1>>[N:25]1([CH2:2][CH2:3][CH2:4][CH2:5][O:6][C:7]2[CH:12]=[CH:11][C:10]([NH:13][CH:14]=[C:15]3[C:23]4[C:18](=[CH:19][CH:20]=[CH:21][CH:22]=4)[NH:17][C:16]3=[O:24])=[CH:9][CH:8]=2)[CH2:30][CH2:29][CH2:28][CH2:27][CH2:26]1. Procedure details: In a manner similar to that described in Example 207, 3-{[4-(4-Iodo-butoxy)-phenylamino]-methylene}-1,3-dihydro-indol-2-one and piperidine are converted to the named compound